From a dataset of the Open Reaction Database (ORD), a public repository of structured organic reaction records. describe an organic reaction: reactants, conditions, products, and yield Reactants: COC1=CC=C(C=C1)CCCN (3-(4-methoxy-phenyl)propylamine), Ru Al2O3, C1(CCCCC1)CCCN (cyclohexylpropylamine). The solvent is O1CCOCC1 (dioxane). Product: COC1CCC(CC1)CCCN (3-(4-Methoxycyclohexyl)-propylamine). Reaction SMILES: [CH3:1][O:2][C:3]1[CH:8]=[CH:7][C:6]([CH2:9][CH2:10][CH2:11][NH2:12])=[CH:5][CH:4]=1.C1(CCCN)CCCCC1>O1CCOCC1>[CH3:1][O:2][CH:3]1[CH2:8][CH2:7][CH:6]([CH2:9][CH2:10][CH2:11][NH2:12])[CH2:5][CH2:4]1. Procedure: A solution of 1.18 g (7.1 mmol) 3-(4-methoxy-phenyl)propylamine in 50 mL of dioxane was hydrogenated at 138 bar and at 160° C. for 16 h in the presence of 0.5 g of 5% Ru/Al2O3. The catalyst was removed by filtration and the filtrate was concentrated to dryness. Preparative HPLC of the crude product by elution with 10% (10% concd NH4OH in MeOH)--CH2Cl2 furnished 723.5 mg (59%) of the cis/trans mixture of cyclohexylpropylamine (c/t=~3:1 by 1H NMR): 1H NMR (CDCl3, cis-isomer only) δ3.37 (br s, 1H),... Reactants: C(C1=CC=CC=C1)OC(=O)N(N1C(C2=CC=C(C=C2C(=C1C(=O)O)C1=CC=CC=C1)Cl)=O)C (2-[(benzyloxycarbonyl)(methyl)amino]-6-chloro-1-oxo-4-phenyl-1,2-dihydroisoquinoline-3-carboxylic acid), O(C1=CC=CC=C1)CCO (2-phenoxyethanol), powder. The product is O(C1=CC=CC=C1)CCOC(=O)C=1N(C(C2=CC=C(C=C2C1C1=CC=CC=C1)Cl)=O)N(C)C(=O)OCC1=CC=CC=C1 (2-[(benzyloxycarbonyl)(methyl)amino]-6-chloro-1-oxo-4-phenyl-1,2-dihydroisoquinoline-3-carboxylic acid 2-phenoxyethyl ester). As a reaction SMILES: [CH2:1]([O:8][C:9]([N:11]([CH3:33])[N:12]1[C:21]([C:22]([OH:24])=[O:23])=[C:20]([C:25]2[CH:30]=[CH:29][CH:28]=[CH:27][CH:26]=2)[C:19]2[C:14](=[CH:15][CH:16]=[C:17]([Cl:31])[CH:18]=2)[C:13]1=[O:32])=[O:10])[C:2]1[CH:7]=[CH:6][CH:5]=[CH:4][CH:3]=1.[O:34]([CH2:41][CH2:42]O)[C:35]1[CH:40]=[CH:39][CH:38]=[CH:37][CH:36]=1>>[O:34]([CH2:41][CH2:42][O:23][C:22]([C:21]1[N:12]([N:11]([C:9]([O:8][CH2:1][C:2]2[CH:7]=[CH:6][CH:5]=[CH:4][CH:3]=2)=[O:10])[CH3:33])[C:13](=[O:32])[C:14]2[C:19]([C:20]=1[C:25]1[CH:30]=[CH:29][CH:28]=[CH:27][CH:26]=1)=[CH:18][C:17]([Cl:31])=[CH:16][CH:15]=2)=[O:24])[C:35]1[CH:40]=[CH:39][CH:38]=[CH:37][CH:36]=1. Procedure details: The present compound was synthesized by a method similar to that in Example 200 using 2-[(benzyloxycarbonyl)(methyl)amino]-6-chloro-1-oxo-4-phenyl-1,2-dihydroisoquinoline-3-carboxylic acid (150 mg) and 2-phenoxyethanol. A colorless powder (78 mg).